This data is from the Open Reaction Database (ORD), a public repository of structured organic reaction records. The task is: describe an organic reaction: reactants, conditions, products, and yield Reactants: Brc1cnc2ccccc2c1, CC(C)(C)[O-], CN(C)c1ccccc1-c1ccccc1P(C1CCCCC1)C1CCCCC1, [Na+], O=C(C=Cc1ccccc1)C=Cc1ccccc1, C1COCCO1, O=C(C=Cc1ccccc1)C=Cc1ccccc1, O=C(C=Cc1ccccc1)C=Cc1ccccc1, [Pd], [Pd], Cc1ccc(S(=O)(=O)n2cc(CN3CCCC4(CCNCC4)C3=O)c3ccccc32)cc1. The product is Cc1ccc(S(=O)(=O)n2cc(CN3CCCC4(CCN(c5cnc6ccccc6c5)CC4)C3=O)c3ccccc32)cc1. RXN SMILES: [Br:33][c:34]1[cH:35][n:36][c:37]2[cH:38][cH:39][cH:40][cH:41][c:42]2[cH:43]1.[C:44]([O-:45])([CH3:46])([CH3:47])[CH3:48].[CH:50]1([P:51]([CH:52]2[CH2:53][CH2:54][CH2:55][CH2:56][CH2:57]2)[c:58]2[cH:59][cH:60][cH:61][cH:62][c:63]2-[c:64]2[cH:65][cH:66][cH:67][cH:68][c:69]2[N:70]([CH3:71])[CH3:72])[CH2:73][CH2:74][CH2:75][CH2:76][CH2:77]1.[Na+:49].[O:116]=[C:117]([CH:118]=[CH:119][c:120]1[cH:121][cH:122][cH:123][cH:124][cH:125]1)[CH:126]=[CH:127][c:128]1[cH:129][cH:130][cH:131][cH:132][cH:133]1.[O:134]1[CH2:135][CH2:136][O:137][CH2:138][CH2:139]1.[O:80]=[C:81]([CH:82]=[CH:83][c:84]1[cH:85][cH:86][cH:87][cH:88][cH:89]1)[CH:90]=[CH:91][c:92]1[cH:93][cH:94][cH:95][cH:96][cH:97]1.[O:98]=[C:99]([CH:100]=[CH:101][c:102]1[cH:103][cH:104][cH:105][cH:106][cH:107]1)[CH:108]=[CH:109][c:110]1[cH:111][cH:112][cH:113][cH:114][cH:115]1.[Pd:78].[Pd:79].[S:1](=[O:2])(=[O:3])([c:4]1[cH:5][cH:6][c:7]([CH3:8])[cH:9][cH:10]1)[n:11]1[cH:12][c:13]([CH2:20][N:21]2[C:22](=[O:32])[C:23]3([CH2:24][CH2:25][CH2:26]2)[CH2:27][CH2:28][NH:29][CH2:30][CH2:31]3)[c:14]2[cH:15][cH:16][cH:17][cH:18][c:19]12>>[S:1](=[O:2])(=[O:3])([c:4]1[cH:5][cH:6][c:7]([CH3:8])[cH:9][cH:10]1)[n:11]1[cH:12][c:13]([CH2:20][N:21]2[C:22](=[O:32])[C:23]3([CH2:24][CH2:25][CH2:26]2)[CH2:27][CH2:28][N:29]([c:34]2[cH:35][n:36][c:37]4[cH:38][cH:39][cH:40][cH:41][c:42]4[cH:43]2)[CH2:30][CH2:31]3)[c:14]2[cH:15][cH:16][cH:17][cH:18][c:19]12.